This data is from the Open Reaction Database (ORD), a public repository of structured organic reaction records. The task is: describe an organic reaction: reactants, conditions, products, and yield As a reaction SMILES: N.[F:2][C:3]1[N:4]=[C:5]([NH2:30])[C:6]2[N:7]=[CH:8][N:9]([C:28]=2[N:29]=1)[C@@H:10]1[O:27][C@H:21]([CH2:22][O:23]C(=O)C)[C@@H:16]([O:17]C(=O)C)[C@H:11]1[O:12]C(=O)C>C(O)C>[F:2][C:3]1[N:4]=[C:5]([NH2:30])[C:6]2[N:7]=[CH:8][N:9]([C:28]=2[N:29]=1)[C@@H:10]1[O:27][C@H:21]([CH2:22][OH:23])[C@@H:16]([OH:17])[C@H:11]1[OH:12]. Solvent: C(C)O (ethanol). The product is FC=1N=C(C=2N=CN([C@H]3[C@H](O)[C@H](O)[C@@H](CO)O3)C2N1)N (2-Fluoroadenosine). Reported procedure: Anhydrous ammonia was bubbled through a magnetically stirred suspension of 2-fluoro-2',3',5'-tri-O-acetyladenosine (2.10 g, 5.1 mmol) in absolute ethanol (500 mL) cooled in an ice-water bath. After 30 min the mixture became homogenous so the addition of ammonia was stopped. The container was tightly stoppered and was stored at 4° C. for days, then the mixture was concentrated under vacuum. The residue was recrystallized twice from ethanol and dried to obtain 1.32 g (90%) of the title compound. 1... Isolated yield 90.7%. The reactants are N (ammonia), FC=1N=C(C=2N=CN([C@H]3[C@H](OC(C)=O)[C@H](OC(C)=O)[C@@H](COC(C)=O)O3)C2N1)N (2-fluoro-2',3',5'-tri-O-acetyladenosine), N (ammonia).